Dataset: the Open Reaction Database (ORD), a public repository of structured organic reaction records. Task: describe an organic reaction: reactants, conditions, products, and yield Starting materials: [OH-].[Na+] (sodium hydroxide), O1CCCC1 (tetrahydrofuran), O1CCCC1 (tetrahydrofuran), C(C)(C)N1CC(OCC1=O)C(=O)OC=1C=C2C(CCC2=CC1)C (4-isopropyl-2-(3-methyl-1-oxo-5-indanyloxymethyl)-5-oxomorpholine), [H-].[Al+3].[Li+].[H-].[H-].[H-] (lithium aluminum hydride). The solvent is O (water), O (water). Conditions: time 5 hour. Yields the product OC(C1CN(CCO1)C(C)C)OC=1C=C2C(CCC2=CC1)C (2-(1-hydroxy-3-methyl-5-indanyloxymethyl)-4-isopropylmorpholine). Yield: 68.8%. Reaction SMILES: O1CCCC1.[CH:6]([N:9]1[C:14](=O)[CH2:13][O:12][CH:11]([C:16]([O:18][C:19]2[CH:20]=[C:21]3[C:25](=[CH:26][CH:27]=2)[CH2:24][CH2:23][CH:22]3[CH3:28])=[O:17])[CH2:10]1)([CH3:8])[CH3:7].[H-].[Al+3].[Li+].[H-].[H-].[H-].[OH-].[Na+]>O>[OH:17][CH:16]([O:18][C:19]1[CH:20]=[C:21]2[C:25](=[CH:26][CH:27]=1)[CH2:24][CH2:23][CH:22]2[CH3:28])[CH:11]1[O:12][CH2:13][CH2:14][N:9]([CH:6]([CH3:8])[CH3:7])[CH2:10]1 |f:2.3.4.5.6.7,8.9|. Procedure: In 10 ml. of tetrahydrofuran was dissolved 3.17 g. of 4-isopropyl-2-(3-methyl-1-oxo-5-indanyloxymethyl)-5-oxomorpholine and the solution was added dropwise to the suspension of 0.4 g. of lithium aluminum hydride in 20 ml. of tetrahydrofuran followed by stirring for 5 hours at room temperature. Thereafter, 0.4 ml. of water, 0.4 ml. of aqueous 15% sodium hydroxide solution, and then 1.2 ml. of water were added successively to the mixture followed by stirring for 30 minutes and then the filtrate ob... Reactants: C(C)(C)(C)C1=CC=C(C=C1)SC1=CC=C(C=C1)C(C)(C)C (bis-(4-t-butylphenyl)-sulfide), C(Cl)Cl (CH2Cl2), Cl[Sn](Cl)(Cl)Cl (SnCl4), COC(Cl)Cl (α,α-dichloromethyl methyl ether). The solvent is O (water). Run at time 2 hour. Yields the product C(C)(C)(C)C1=CC=2C(C3=CC(=CC=C3SC2C=C1)C(C)(C)C)=O (2,7-Di-t-butylthioxanthenone). The yield is 35.6%. As a reaction SMILES: [C:1]([C:5]1[CH:10]=[CH:9][C:8]([S:11][C:12]2[CH:17]=[CH:16][C:15]([C:18]([CH3:21])([CH3:20])[CH3:19])=[CH:14][CH:13]=2)=[CH:7][CH:6]=1)([CH3:4])([CH3:3])[CH3:2].C(Cl)Cl.Cl[Sn](Cl)(Cl)Cl.[CH3:30][O:31]C(Cl)Cl>O>[C:1]([C:5]1[CH:10]=[CH:9][C:8]2[S:11][C:12]3[C:13](=[CH:14][C:15]([C:18]([CH3:21])([CH3:20])[CH3:19])=[CH:16][CH:17]=3)[C:30](=[O:31])[C:7]=2[CH:6]=1)([CH3:4])([CH3:3])[CH3:2]. Procedure details: To a mixture of 12 g of bis-(4-t-butylphenyl)-sulfide, 100 mL of dry CH2Cl2 and 21 g of SnCl4 cooled in an ice bath for a period of 30 min., a solution of 9.27 g of α,α-dichloromethyl methyl ether in 50 mL of CH2CH2 was added dropwise. After addition was complete, a deep red mixture was obtained which was allowed to warm slowly to room temperature, stirred for 2 hours and then slowly poured into water. Extraction with CHCl3, followed by washing of the extracts successively with H2O, 5% NaHCO3, H... The reactants are S(O)(O)(=O)=O (sulphuric acid), ClCC1=[N+](C=CC=C1C)[O-] (2-chloromethyl-3-methylpyridine 1-oxide), C(=O)=O (dry ice), [N+](=O)(O)[O-] (nitric acid). Solvent: C(Cl)Cl (methylene chloride). Run at time 2 hour. Product: ClCC1=[N+](C=CC(=C1C)[N+](=O)[O-])[O-] (2-chloromethyl-3-methyl-4-nitropyridine 1-oxide). RXN SMILES: S(=O)(=O)(O)O.C(=O)=O.[N+:9]([O-:12])(O)=[O:10].[Cl:13][CH2:14][C:15]1[C:20]([CH3:21])=[CH:19][CH:18]=[CH:17][N+:16]=1[O-:22]>C(Cl)Cl>[Cl:13][CH2:14][C:15]1[C:20]([CH3:21])=[C:19]([N+:9]([O-:12])=[O:10])[CH:18]=[CH:17][N+:16]=1[O-:22]. Procedure: 300 ml of concentrated sulphuric acid are added slowly while cooling with dry ice to 230 ml of concentrated nitric acid (68%; d=1.41), whereby the temperature of the mixture does not exceed 5°. A solution of 38.7 g (0.25 mol) of 2-chloromethyl-3-methylpyridine 1-oxide is added thereto and the mixture is stirred at 80° for 2 hours. The reaction mixture is poured on to a mixture of ice and methylene chloride, the aqueous phase is washed several times with methylene chloride and the methylene chlor... The reactants are ClCCl, O=C1CCC(=O)N1Cl, Cc1cc(NCc2ccc(F)cc2F)cc(=O)n1Cc1cccc(C#N)c1, [Na+], O=C([O-])O. Product: Cc1cc(NCc2ccc(F)cc2F)c(Cl)c(=O)n1Cc1cccc(C#N)c1. Reaction SMILES: [CH2:41]([Cl:42])[Cl:43].[Cl:1][N:2]1[C:3](=[O:4])[CH2:5][CH2:6][C:7]1=[O:8].[F:9][c:10]1[c:11]([CH2:12][NH:13][c:14]2[cH:15][c:16](=[O:30])[n:17]([CH2:21][c:22]3[cH:23][c:24]([C:25]#[N:26])[cH:27][cH:28][cH:29]3)[c:18]([CH3:20])[cH:19]2)[cH:31][cH:32][c:33]([F:35])[cH:34]1.[Na+:40].[O-:36][C:37]([OH:38])=[O:39]>>[Cl:1][c:15]1[c:14]([NH:13][CH2:12][c:11]2[c:10]([F:9])[cH:34][c:33]([F:35])[cH:32][cH:31]2)[cH:19][c:18]([CH3:20])[n:17]([CH2:21][c:22]2[cH:23][c:24]([C:25]#[N:26])[cH:27][cH:28][cH:29]2)[c:16]1=[O:30]. Procedure: To a solution of benzyl 1-benzyl-5-methoxy-1H-indazole-3-carboxylate (17.7 g; 0.05 mol), diethyl ether (100 ml) and tetrahydrofuran (THF) (170 ml) stirred at room temperature was slowly added LiAlH4 (3.8 g; 0.1 mol). Once the addition was complete, the suspension was stirred at reflux for 24 hours. The reaction was completed by destroying the excess LiAlH4 via addition of water (40 ml) and 5N NaOH (10 ml). The organic phase was separated out and the solvent was evaporated off under reduced press... The product is C(C1=CC=CC=C1)N1N=C(C2=CC(=CC=C12)OC)CO ((1-benzyl-5-methoxy-1H-indazol-3-yl)methanol). The reactants are C(C1=CC=CC=C1)N1N=C(C2=CC(=CC=C12)OC)C(=O)OCC1=CC=CC=C1 (benzyl 1-benzyl-5-methoxy-1H-indazole-3-carboxylate), C(C)OCC (diethyl ether), [H-].[H-].[H-].[H-].[Li+].[Al+3] (LiAlH4). Solvent: O1CCCC1 (tetrahydrofuran). Reaction SMILES: [CH2:1]([N:8]1[C:16]2[C:11](=[CH:12][C:13]([O:17][CH3:18])=[CH:14][CH:15]=2)[C:10]([C:19](OCC2C=CC=CC=2)=[O:20])=[N:9]1)[C:2]1[CH:7]=[CH:6][CH:5]=[CH:4][CH:3]=1.C(OCC)C.[H-].[H-].[H-].[H-].[Li+].[Al+3]>O1CCCC1>[CH2:1]([N:8]1[C:16]2[C:11](=[CH:12][C:13]([O:17][CH3:18])=[CH:14][CH:15]=2)[C:10]([CH2:19][OH:20])=[N:9]1)[C:2]1[CH:3]=[CH:4][CH:5]=[CH:6][CH:7]=1 |f:2.3.4.5.6.7|. The yield is 104.4%. Reactants: N[C@H]1[C@@H](C(OC2=CC=C(C=C12)OC(F)(F)F)(C)C)O ((3S, 4R)-4-Amino-2,2-dimethyl-6-(trifluoromethoxy)-chroman-3-ol), C(C)OC1=NS(N=C1OCC)(=O)=O (3,4-Diethoxy-[1,2,5]thiadiazole-1,1-dioxide), ( 20 ), [K+].[Br-] (KBr). Run in C(C)#N (acetonitrile). Product: C(C)OC=1C(=NS(N1)(=O)=O)N[C@H]1[C@@H](C(OC2=CC=C(C=C12)OC(F)(F)F)(C)C)O ((-)-(3S, 4R)-4-(4-Ethoxy-1,1-dioxo-[1,2,5]thiadiazol-3-ylamino)-2,2-dimethyl-6-trifluoromethoxy-chroman-3-ol). As a reaction SMILES: [NH2:1][C@@H:2]1[C:11]2[C:6](=[CH:7][CH:8]=[C:9]([O:12][C:13]([F:16])([F:15])[F:14])[CH:10]=2)[O:5][C:4]([CH3:18])([CH3:17])[C@H:3]1[OH:19].[CH2:20]([O:22][C:23]1[C:27](OCC)=[N:26][S:25](=[O:32])(=[O:31])[N:24]=1)[CH3:21].[K+].[Br-]>C(#N)C>[CH2:20]([O:22][C:23]1[C:27]([NH:1][C@@H:2]2[C:11]3[C:6](=[CH:7][CH:8]=[C:9]([O:12][C:13]([F:16])([F:14])[F:15])[CH:10]=3)[O:5][C:4]([CH3:17])([CH3:18])[C@H:3]2[OH:19])=[N:26][S:25](=[O:32])(=[O:31])[N:24]=1)[CH3:21] |f:2.3|. Procedure: (3S, 4R)-4-Amino-2,2-dimethyl-6-(trifluoromethoxy)-chroman-3-ol [prepared by the method of Quagliato et al. Biorg. and Med. Chem. Let. 1991, 1, 39; (1.00 g, 3.61 mmol)] and the thiadiazole derivative (0.78 g, 3.79 mmol) obtained in Step 1 were stirred together in acetonitrile (15 mL) at 90° C. for 18 hours. The mixture was cooled and concentrated, and the residue was purified by column chromatography (1:1:05 hexane/ethyl acetate/dichloromethane) to give after trituration with hexanes 1.10 g (71%...